Dataset: the Open Reaction Database (ORD), a public repository of structured organic reaction records. Task: describe an organic reaction: reactants, conditions, products, and yield Starting materials: C(C)(C)(C)OC(=O)N1CC(CC1)N1CCCC2=CC(=CC=C12)NC(=N)C=1SC=CC1 (tert-butyl-3-(6-(thiophene-2-carboximidamido)-3,4-dihydroquinolin-1(2H)-yl)pyrrolidine-1-carboxylate), Cl (HCl). Run at temperature 70 celsius. Run in CO (methanol). Yields the product Cl.Cl.N1CC(CC1)N1CCCC2=CC(=CC=C12)NC(=N)C=1SC=CC1 (N-(1-(Pyrrolidin-3-yl)-1,2,3,4-tetrahydroquinolin-6-yl)thiophene-2-carboximidamide dihydrochloride). Procedure: A solution of tert-butyl-3-(6-(thiophene-2-carboximidamido)-3,4-dihydroquinolin-1(2H)-yl)pyrrolidine-1-carboxylate (150 mg, 0.35 mmol) in 5 mL methanol was treated with 10 mL 1N HCl then heated at 70° C. for 30 minutes. The solution was concentrated and dried under reduced pressure to give a yellow solid. This solid was triturated with 5% MeOH/95% Et2O. The yellow solid was collected and dried under reduced pressure. Yield: 125 mg (89.3%). 1H-NMR (DMSO-d6) δ 11.23 (s, 1H), 9.78 (brs, 1H), 9.65 (... As a reaction SMILES: C(OC([N:8]1[CH2:12][CH2:11][CH:10]([N:13]2[C:22]3[C:17](=[CH:18][C:19]([NH:23][C:24]([C:26]4[S:27][CH:28]=[CH:29][CH:30]=4)=[NH:25])=[CH:20][CH:21]=3)[CH2:16][CH2:15][CH2:14]2)[CH2:9]1)=O)(C)(C)C.[ClH:31]>CO>[ClH:31].[ClH:31].[NH:8]1[CH2:12][CH2:11][CH:10]([N:13]2[C:22]3[C:17](=[CH:18][C:19]([NH:23][C:24]([C:26]4[S:27][CH:28]=[CH:29][CH:30]=4)=[NH:25])=[CH:20][CH:21]=3)[CH2:16][CH2:15][CH2:14]2)[CH2:9]1 |f:3.4.5|. The reactants are O=C([O-])[O-], CS(C)=O, N#Cc1cnc(NC2CCC(O)C(F)C2)c2c1[nH]c1ccc(F)cc12, [K+], [K+], OO. The product is NC(=O)c1cnc(NC2CCC(O)C(F)C2)c2c1[nH]c1ccc(F)cc12. As a reaction SMILES: [C:28]([O-:29])(=[O:30])[O-:31].[CH3:34][S:35]([CH3:36])=[O:37].[F:1][c:2]1[cH:3][c:4]2[c:5]3[c:6]([nH:7][c:8]2[cH:9][cH:10]1)[c:11]([C:24]#[N:25])[cH:12][n:13][c:14]3[NH:15][CH:16]1[CH2:17][CH:18]([F:23])[CH:19]([OH:22])[CH2:20][CH2:21]1.[K+:32].[K+:33].[OH:26][OH:27]>>[F:1][c:2]1[cH:3][c:4]2[c:5]3[c:6]([nH:7][c:8]2[cH:9][cH:10]1)[c:11]([C:24]([NH2:25])=[O:29])[cH:12][n:13][c:14]3[NH:15][CH:16]1[CH2:17][CH:18]([F:23])[CH:19]([OH:22])[CH2:20][CH2:21]1. The reactants are C(C)[C@@H]1CC[C@H](CC1)[C@@H]1CC[C@H](CC1)C(=O)O (Trans-4-(trans-4-ethylcyclohexyl)cyclohexanecarboxylic acid), S(=O)(Cl)Cl (thionyl chloride). Reaction conditions: temperature 50 celsius. Product: C(C)[C@@H]1CC[C@H](CC1)[C@@H]1CC[C@H](CC1)C(=O)Cl (trans-4-(trans-4-ethylcyclohexyl)cyclohexanecarboxylic acid chloride). As a reaction SMILES: [CH2:1]([C@H:3]1[CH2:8][CH2:7][C@H:6]([C@H:9]2[CH2:14][CH2:13][C@H:12]([C:15]([OH:17])=O)[CH2:11][CH2:10]2)[CH2:5][CH2:4]1)[CH3:2].S(Cl)([Cl:20])=O>>[CH2:1]([C@H:3]1[CH2:8][CH2:7][C@H:6]([C@H:9]2[CH2:14][CH2:13][C@H:12]([C:15]([Cl:20])=[O:17])[CH2:11][CH2:10]2)[CH2:5][CH2:4]1)[CH3:2]. Reported procedure: Trans-4-(trans-4-ethylcyclohexyl)cyclohexanecarboxylic acid (2.4 g, 0.01 mol) and thionyl chloride (10 ml) were introduced into a flask and warmed to 50° C. to obtain a uniform reaction liquid in 3 hours, followed by distilling off excess thionyl chloride under reduced pressure to obtain as a remaining oily substance, trans-4-(trans-4-ethylcyclohexyl)cyclohexanecarboxylic acid chloride. This acid chloride was added to a solution obtained by dissolving 2,4-difluorophenol (1.3 g, 0.01 mol) in pyri... The reactants are C1=CC(=CC=2C3=CC=C4C=CC=CC4=C3C=CC12)C(=O)OCC (Ethyl chrysene-3-carboxylate), [Li+].[BH4-] (LiBH4), Cl (HCl). Solvent: C1CCOC1 (THF). Product: C1=CC(=CC=2C3=CC=C4C=CC=CC4=C3C=CC12)CO (3-chrysenemethanol). Yield: 98.3%. RXN SMILES: [CH:1]1[C:18]2[CH:17]=[CH:16][C:15]3[C:6](=[CH:7][CH:8]=[C:9]4[C:14]=3[CH:13]=[CH:12][CH:11]=[CH:10]4)[C:5]=2[CH:4]=[C:3]([C:19](OCC)=[O:20])[CH:2]=1.[Li+].[BH4-].Cl>C1COCC1>[CH:1]1[C:18]2[CH:17]=[CH:16][C:15]3[C:6](=[CH:7][CH:8]=[C:9]4[C:14]=3[CH:13]=[CH:12][CH:11]=[CH:10]4)[C:5]=2[CH:4]=[C:3]([CH2:19][OH:20])[CH:2]=1 |f:1.2|. Procedure: A solution of ethyl chrysene-3-carboxylate (19E 17.7 g, 0.059 mol) in 40 mL THF was treated with LiBH4 (Morton Thiokol, Inc.-Alfa Products, PO Box 299, 152 Andover St., Danvers, MA 01923, 2.7 g, 0.12 mol) in three portions then refluxed for 3 days. The reaction mixture was poured into ice and acidified carefully to pH 1 with 1N HCl. The precipitate was filtered and recrystallized from THF/hexane to afford 14.98 g (98%) of 3-chrysenemethanol mp 187°-189°, (C, H).